This data is from the Open Reaction Database (ORD), a public repository of structured organic reaction records. The task is: describe an organic reaction: reactants, conditions, products, and yield Starting materials: CC(C)(C)OC(=O)N1CCOC(CO)C1, CCOC(C)=O, CCOC(=O)N=NC(=O)OCC, O=C1NC(=O)c2ccccc21, C1CCOC1, c1ccc(P(c2ccccc2)c2ccccc2)cc1, Cc1ccccc1. Product: CC(C)(C)OC(=O)N1CCOC(CN2C(=O)c3ccccc3C2=O)C1. RXN SMILES: [C:31]([CH3:32])([CH3:33])([CH3:34])[O:35][C:36](=[O:37])[N:38]1[CH2:39][CH:40]([CH2:44][OH:45])[O:41][CH2:42][CH2:43]1.[CH3:70][CH2:71][O:72][C:73](=[O:74])[CH3:75].[N:53]([C:54]([O:55][CH2:56][CH3:57])=[O:58])=[N:59][C:60]([O:61][CH2:62][CH3:63])=[O:64].[O:20]=[C:21]1[NH:22][C:23](=[O:24])[c:25]2[cH:26][cH:27][cH:28][cH:29][c:30]21.[O:65]1[CH2:66][CH2:67][CH2:68][CH2:69]1.[c:1]1([P:2]([c:3]2[cH:4][cH:5][cH:6][cH:7][cH:8]2)[c:9]2[cH:10][cH:11][cH:12][cH:13][cH:14]2)[cH:15][cH:16][cH:17][cH:18][cH:19]1.[c:46]1([CH3:47])[cH:48][cH:49][cH:50][cH:51][cH:52]1>>[O:20]=[C:21]1[N:22]([CH2:44][CH:40]2[CH2:39][N:38]([C:36]([O:35][C:31]([CH3:32])([CH3:33])[CH3:34])=[O:37])[CH2:43][CH2:42][O:41]2)[C:23](=[O:24])[c:25]2[cH:26][cH:27][cH:28][cH:29][c:30]21. Reactants: C(C(=O)Cl)(=O)Cl (oxalyl chloride), O (water), CN(C=O)C (N,N-dimethylformamide), F\C=C(\CO)/CCC1=CC=C(C=C1)F ((E)-2-(fluoromethylene)-4-(p-fluorophenyl)butan-l-ol). The solvent is C1(=CC=CC=C1)C (toluene), C1(=CC=CC=C1)C (toluene). Reaction conditions: temperature -5 celsius, time 30 minute. The product is ClC/C(/CCC1=CC=C(C=C1)F)=C/F ((E)-1-chloro-2-(fluoromethylene)-4-(p-fluorophenyl)butane). As a reaction SMILES: C(Cl)(=O)C([Cl:4])=O.CN(C)C=O.[F:12]/[CH:13]=[C:14](\[CH2:17][CH2:18][C:19]1[CH:24]=[CH:23][C:22]([F:25])=[CH:21][CH:20]=1)/[CH2:15]O.O>C1(C)C=CC=CC=1>[Cl:4][CH2:15]/[C:14](=[CH:13]/[F:12])/[CH2:17][CH2:18][C:19]1[CH:24]=[CH:23][C:22]([F:25])=[CH:21][CH:20]=1. Reported procedure: Combine oxalyl chloride (25.2 g, 0.198 mol) and toluene (200 mL). Cool to -5° C. Add N,N-dimethylformamide (15.0 g, 0.21 mol) as a solution in toluene (20 mL). Warm to 25° C. After 30 minutes, add a solution of (E)-2-(fluoromethylene)-4-(p-fluorophenyl)butan-l-ol (24.7 g, 30% by weight in toluene, 0.124 mol). After 18 hours, add water (500 mL) and stir for 30 minutes. Separate the organic layer, dry over Na2SO4, filter, and evaporate in vacuo to give the title compound. Starting materials: C(=O)(C(F)(F)F)O (TFA), ClC1=C(C(=C(C=C1OC)OC)Cl)C1=NC=C2C(=N1)NN=C2I (6-(2,6-dichloro-3,5-dimethoxyphenyl)-3-iodo-1H-pyrazolo[3,4-d]pyrimidine), C(C)N1C(C2=NC=C(C=C2C1)B1OC(C(O1)(C)C)(C)C)=O (6-ethyl-3-(4,4,5,5-tetramethyl-1,3,2-dioxaborolan-2-yl)-5,6-dihydro-7H-pyrrolo[3,4-b]pyridin-7-one). Yields the product ClC1=C(C(=C(C=C1OC)OC)Cl)C1=NC=C2C(=N1)NN=C2C=2C=C1C(=NC2)C(N(C1)CC)=O (3-[6-(2,6-Dichloro-3,5-dimethoxyphenyl)-1H-pyrazolo[3,4-d]pyrimidin-3-yl]-6-ethyl-5,6-dihydro-7H-pyrrolo[3,4-b]pyridin-7-one). Reaction SMILES: C(O)(C(F)(F)F)=O.[Cl:8][C:9]1[C:14]([O:15][CH3:16])=[CH:13][C:12]([O:17][CH3:18])=[C:11]([Cl:19])[C:10]=1[C:20]1[N:25]=[C:24]2[NH:26][N:27]=[C:28](I)[C:23]2=[CH:22][N:21]=1.[CH2:30]([N:32]1[CH2:40][C:39]2[C:34](=[N:35][CH:36]=[C:37](B3OC(C)(C)C(C)(C)O3)[CH:38]=2)[C:33]1=[O:50])[CH3:31]>>[Cl:8][C:9]1[C:14]([O:15][CH3:16])=[CH:13][C:12]([O:17][CH3:18])=[C:11]([Cl:19])[C:10]=1[C:20]1[N:25]=[C:24]2[NH:26][N:27]=[C:28]([C:37]3[CH:38]=[C:39]4[CH2:40][N:32]([CH2:30][CH3:31])[C:33](=[O:50])[C:34]4=[N:35][CH:36]=3)[C:23]2=[CH:22][N:21]=1. Procedure details: This compound was prepared as a TFA salt by using procedures analogous to those described for the synthesis of Example 1, Step 7 starting from 6-(2,6-dichloro-3,5-dimethoxyphenyl)-3-iodo-1H-pyrazolo[3,4-d]pyrimidine and 6-ethyl-3-(4,4,5,5-tetramethyl-1,3,2-dioxaborolan-2-yl)-5,6-dihydro-7H-pyrrolo[3,4-b]pyridin-7-one (Example 55, Step 3). LCMS (M+H)+=485.0/487.0. Reactants: N1(CCCC1)CCC=1C=C(N)C=CC1 (3-(2-pyrrolidin-1-ylethyl)aniline), CC1(C2=CC=C(C=C2OC=2C=C(C=CC12)P(C1=CC=CC=C1)C1=CC=CC=C1)P(C1=CC=CC=C1)C1=CC=CC=C1)C ((9,9-dimethyl-9H-xanthene-3,6-diyl)bis(diphenylphosphine)), C(C)(C)(C)C1=CC=C(C=C1)N1C(N(C(C1=O)(C)C)CC1=CC(=NC=C1)Cl)=O (3-(4-tert-butylphenyl)-1-[(2-chloropyridin-4-yl)methyl]-5,5-dimethylimidazolidine-2,4-dione), C([O-])([O-])=O.[Cs+].[Cs+] (caesium carbonate). Reagents/catalysts: C(C)(=O)[O-].C(C)(=O)[O-].[Pd+2] (palladium diacetate). Solvent: O1CCOCC1 (dioxane). Reaction conditions: temperature 90 celsius. Yields the product C(C)(C)(C)C1=CC=C(C=C1)N1C(N(C(C1=O)(C)C)CC1=CC(=NC=C1)NC1=CC(=CC=C1)CCN1CCCC1)=O (3-(4-tert-butylphenyl)-5,5-dimethyl-1-[(2-{[3-(2-pyrrolidin-1-ylethyl)phenyl]amino}pyridin-4-yl)methyl]imidazolidine-2,4-dione). Isolated yield 4.0%. Reaction SMILES: [C:1]([C:5]1[CH:10]=[CH:9][C:8]([N:11]2[C:15](=[O:16])[C:14]([CH3:18])([CH3:17])[N:13]([CH2:19][C:20]3[CH:25]=[CH:24][N:23]=[C:22](Cl)[CH:21]=3)[C:12]2=[O:27])=[CH:7][CH:6]=1)([CH3:4])([CH3:3])[CH3:2].[N:28]1([CH2:33][CH2:34][C:35]2[CH:36]=[C:37]([CH:39]=[CH:40][CH:41]=2)[NH2:38])[CH2:32][CH2:31][CH2:30][CH2:29]1.C(=O)([O-])[O-].[Cs+].[Cs+].CC1(C)C2C=CC(P(C3C=CC=CC=3)C3C=CC=CC=3)=CC=2OC2C1=CC=C(P(C1C=CC=CC=1)C1C=CC=CC=1)C=2>O1CCOCC1.C([O-])(=O)C.C([O-])(=O)C.[Pd+2]>[C:1]([C:5]1[CH:10]=[CH:9][C:8]([N:11]2[C:15](=[O:16])[C:14]([CH3:18])([CH3:17])[N:13]([CH2:19][C:20]3[CH:25]=[CH:24][N:23]=[C:22]([NH:38][C:37]4[CH:39]=[CH:40][CH:41]=[C:35]([CH2:34][CH2:33][N:28]5[CH2:29][CH2:30][CH2:31][CH2:32]5)[CH:36]=4)[CH:21]=3)[C:12]2=[O:27])=[CH:7][CH:6]=1)([CH3:4])([CH3:3])[CH3:2] |f:2.3.4,7.8.9|. Reported procedure: To a solution of 1.15 g of 3-(4-tert-butylphenyl)-1-[(2-chloropyridin-4-yl)methyl]-5,5-dimethylimidazolidine-2,4-dione obtained in stage a) of Example 7 in 50 mL of dioxane are successively added, under argon, 567 mg of 3-(2-pyrrolidin-1-ylethyl)aniline obtained in stage c) below, 3.4 g of caesium carbonate, 207 mg of (9,9-dimethyl-9H-xanthene-3,6-diyl)bis(diphenylphosphine) [xantphos] and 67 mg of palladium diacetate. The reaction mixture is heated at 90° C. for 3 hours, filtered and concentrat... Reported procedure: To a solution of Example 11A (25 mg, 0.094 mmol) in N,N-dimethylformamide (1 mL) at 0° C. was added 60% wt sodium hydride (15.4 mg, 0.384 mmol). The reaction solution was stirred for 0.5 h and benzylbromide (0.046 mL, 0.384 mmol) was added. The solution was stirred 16 h at room temperature, quenched with saturated NH4Cl, and extracted with ethyl acetate. The organic extract was concentrated in vacuo. Column chromatography on silica (20% ethyl acetate/hexane) afforded the title compound as an oil... Reaction conditions: time 0.5 hour. Run in CN(C=O)C (N,N-dimethylformamide). Starting materials: OC1(C(C=C(C2=CC=CC=C12)OC)=O)CCC(C)C (1-hydroxy-4-methoxy-1-(3-methylbutyl)naphthalen-2(1H)-one), [H-].[Na+] (sodium hydride), C(C1=CC=CC=C1)Br (benzylbromide). Isolated yield 88.0%. Yields the product C(C1=CC=CC=C1)OC1(C(C=C(C2=CC=CC=C12)OC)=O)CCC(C)C (1-(benzyloxy)-4-methoxy-1-(3-methylbutyl)naphthalen-2(1H)-one). RXN SMILES: [OH:1][C:2]1([CH2:15][CH2:16][CH:17]([CH3:19])[CH3:18])[C:11]2[C:6](=[CH:7][CH:8]=[CH:9][CH:10]=2)[C:5]([O:12][CH3:13])=[CH:4][C:3]1=[O:14].[H-].[Na+].[CH2:22](Br)[C:23]1[CH:28]=[CH:27][CH:26]=[CH:25][CH:24]=1>CN(C)C=O>[CH2:22]([O:1][C:2]1([CH2:15][CH2:16][CH:17]([CH3:19])[CH3:18])[C:11]2[C:6](=[CH:7][CH:8]=[CH:9][CH:10]=2)[C:5]([O:12][CH3:13])=[CH:4][C:3]1=[O:14])[C:23]1[CH:28]=[CH:27][CH:26]=[CH:25][CH:24]=1 |f:1.2|.